Task: describe an organic reaction: reactants, conditions, products, and yield. Dataset: the Open Reaction Database (ORD), a public repository of structured organic reaction records The reactants are N1=CC=C(C=C1)COC1=CC=C(N)C=C1 (4(Pyridin-4-ylmethyloxy)aniline), C(N)(OC1=CC=CC=C1)=O (phenyl carbamate), COC=1C=C2CCNC2=CC1C(F)(F)F (5-methoxy-6-trifluoromethylindoline). The solvent is C(C)(=O)OCC (ethyl acetate). The product is COC=1C=C2CCN(C2=CC1C(F)(F)F)C(NC1=CC=C(C=C1)OCC1=CC=NC=C1)=O (5-Methoxy-6-trifluoromethyl-1-[4-(pyridin-4-ylmethyloxy)phenyl Carbamoyl]indoline). Isolated yield 24.0%. RXN SMILES: [N:1]1[CH:6]=[CH:5][C:4]([CH2:7][O:8][C:9]2[CH:15]=[CH:14][C:12]([NH2:13])=[CH:11][CH:10]=2)=[CH:3][CH:2]=1.[C:16](=O)([O:18]C1C=CC=CC=1)N.[CH3:26][O:27][C:28]1[CH:29]=[C:30]2[C:34](=[CH:35][C:36]=1[C:37]([F:40])([F:39])[F:38])[NH:33][CH2:32][CH2:31]2>C(OCC)(=O)C>[CH3:26][O:27][C:28]1[CH:29]=[C:30]2[C:34](=[CH:35][C:36]=1[C:37]([F:40])([F:38])[F:39])[N:33]([C:16](=[O:18])[NH:13][C:12]1[CH:14]=[CH:15][C:9]([O:8][CH2:7][C:4]3[CH:3]=[CH:2][N:1]=[CH:6][CH:5]=3)=[CH:10][CH:11]=1)[CH2:32][CH2:31]2. Procedure: 4(Pyridin-4-ylmethyloxy)aniline (0.5 g, 2.5 mmol) was converted to the phenyl carbamate and treated with 5-methoxy-6-trifluoromethylindoline (0.54 g, 2.5 mmol) as in the method of Example 52. Chromatography using ethyl acetate as eluant followed by recrystallisation from ethyl acetate/petroleum ether (60-80°) afforded the title compound (0.23 g, 24%) as an off-white crystalline solid m.p. 205-207° C. Reactants: C1CCOC1, [Na+], [Na+], [Na+], [Na+], [Na+], O=C([O-])O, O, O=C(NCC(O)c1cccnc1)c1cc2cc(Cl)ncc2[nH]1, O=S([O-])([O-])=S, O=S([O-])[O-]. Yields the product O=C(CNC(=O)c1cc2cc(Cl)ncc2[nH]1)c1cccnc1. RXN SMILES: [CH2:36]1[O:37][CH2:38][CH2:39][CH2:40]1.[Na+:28].[Na+:29].[Na+:34].[Na+:35].[Na+:45].[O-:41][C:42]([OH:43])=[O:44].[OH2:46].[OH:1][CH:2]([CH2:3][NH:4][C:5](=[O:6])[c:7]1[cH:8][c:9]2[c:10]([cH:11][n:12][c:13]([Cl:15])[cH:14]2)[nH:16]1)[c:17]1[cH:18][n:19][cH:20][cH:21][cH:22]1.[S:23]([O-:24])([O-:25])(=[O:26])=[S:27].[S:30]([O-:31])([O-:32])=[O:33]>>[O:1]=[C:2]([CH2:3][NH:4][C:5](=[O:6])[c:7]1[cH:8][c:9]2[c:10]([cH:11][n:12][c:13]([Cl:15])[cH:14]2)[nH:16]1)[c:17]1[cH:18][n:19][cH:20][cH:21][cH:22]1. Reaction SMILES: [CH:41]([N:42]([CH2:43][CH3:44])[CH:45]([CH3:46])[CH3:47])([CH3:48])[CH3:49].[Cl:1][c:2]1[cH:3][n:4][n:5](-[c:7]2[n:8][cH:9][c:10]([O:21][CH3:22])[c:11]3[c:12]2[nH:13][cH:14][c:15]3[C:16]([C:17](=[O:18])[OH:19])=[O:20])[cH:6]1.[ClH:40].[O:50]=[CH:51][N:52]([CH3:53])[CH3:54].[n:23]1[c:24](-[n:29]2[n:30][n:31][n:32][c:33]2[N:34]2[CH2:35][CH2:36][NH:37][CH2:38][CH2:39]2)[cH:25][cH:26][cH:27][cH:28]1>>[Cl:1][c:2]1[cH:3][n:4][n:5](-[c:7]2[n:8][cH:9][c:10]([O:21][CH3:22])[c:11]3[c:12]2[nH:13][cH:14][c:15]3[C:16]([C:17](=[O:19])[N:37]2[CH2:36][CH2:35][N:34]([c:33]3[n:29](-[c:24]4[n:23][cH:28][cH:27][cH:26][cH:25]4)[n:30][n:31][n:32]3)[CH2:39][CH2:38]2)=[O:20])[cH:6]1. Reactants: CCN(C(C)C)C(C)C, COc1cnc(-n2cc(Cl)cn2)c2[nH]cc(C(=O)C(=O)O)c12, Cl, CN(C)C=O, c1ccc(-n2nnnc2N2CCNCC2)nc1. Yields the product COc1cnc(-n2cc(Cl)cn2)c2[nH]cc(C(=O)C(=O)N3CCN(c4nnnn4-c4ccccn4)CC3)c12.